This data is from the Open Reaction Database (ORD), a public repository of structured organic reaction records. The task is: describe an organic reaction: reactants, conditions, products, and yield Reactants: OC1=CC=2C=3C4=C(C(=CC3NC2C=C1)I)C(NC4=O)=O (9-hydroxy-4-iodopyrrolo[3,4-c]carbazole-1,3(2H,6H)-dione), S1C=C(C=C1)B(O)O (3-thienylboronic acid). Yields the product OC1=CC=2C=3C4=C(C(=CC3NC2C=C1)C1=CSC=C1)C(NC4=O)=O (9-hydroxy-4-(3-thienyl)pyrrolo[3,4-c]carbazole-1,3(2H,6H)-dione). Isolated yield 74.0%. Reaction SMILES: [OH:1][C:2]1[CH:14]=[CH:13][C:12]2[NH:11][C:10]3[CH:9]=[C:8](I)[C:7]4[C:16](=[O:20])[NH:17][C:18](=[O:19])[C:6]=4[C:5]=3[C:4]=2[CH:3]=1.[S:21]1[CH:25]=[CH:24][C:23](B(O)O)=[CH:22]1>>[OH:1][C:2]1[CH:14]=[CH:13][C:12]2[NH:11][C:10]3[CH:9]=[C:8]([C:23]4[CH:24]=[CH:25][S:21][CH:22]=4)[C:7]4[C:16](=[O:20])[NH:17][C:18](=[O:19])[C:6]=4[C:5]=3[C:4]=2[CH:3]=1. Reported procedure: The reaction of 9-hydroxy-4-iodopyrrolo[3,4-c]carbazole-1,3(2H,6H)-dione, prepared as in example 7, with 3-thienylboronic acid according to the procedure described in example 8 gave 9-hydroxy-4-(3-thienyl)pyrrolo[3,4-c]carbazole-1,3(2H,6H)-dione (12) (I, Ar=3-thienyl) in a 74% yield; mp 247° C. (dec). 1H NMR δ [(CD3)2SO] 11.73 (br s, 1H), 11.05 (br s, 1H), 9.24 (s, 1H), 9.15 (s, 1H), 8.34 (d, J=2.4 Hz, 1H), 7.92 (dd, J=5.0, 2.7 Hz, 1H), 7.70 (s, 1H), 7.61 (dd, J=5.0, 2.7 Hz, 1H), 7.51 (dd, J=5.0...